Dataset: the Open Reaction Database (ORD), a public repository of structured organic reaction records. Task: describe an organic reaction: reactants, conditions, products, and yield The reactants are ClC1=CC(=C(C#N)C=C1)C1=CC(NC=C1OCC(F)(F)F)=O (4-chloro-2-[2-oxo-5-(2,2,2-trifluoroethoxy)-1,2-dihydropyridin-4-yl]benzonitrile), CC(C)([O-])C.CC(C)([O-])C.[Mg+2] (magnesium di-tert-butoxide), CC(C)([O-])C.[K+] (potassium tert-butoxide), BrC(C(=O)O)C (2-bromopropanoic acid). Product: ClC=1C=CC(=C(C1)C1=CC(N(C=C1OCC(F)(F)F)C(C(=O)O)C)=O)C#N (2-[4-(5-Chloro-2-cyanophenyl)-2-oxo-5-(2,2,2-trifluoroethoxy)pyridin-1(2H)-yl]propanoic acid). Reaction SMILES: [Cl:1][C:2]1[CH:9]=[CH:8][C:5]([C:6]#[N:7])=[C:4]([C:10]2[C:15]([O:16][CH2:17][C:18]([F:21])([F:20])[F:19])=[CH:14][NH:13][C:12](=[O:22])[CH:11]=2)[CH:3]=1.CC(C)([O-])C.CC(C)([O-])C.[Mg+2].CC(C)([O-])C.[K+].Br[CH:41]([CH3:45])[C:42]([OH:44])=[O:43]>>[Cl:1][C:2]1[CH:9]=[CH:8][C:5]([C:6]#[N:7])=[C:4]([C:10]2[C:15]([O:16][CH2:17][C:18]([F:19])([F:20])[F:21])=[CH:14][N:13]([CH:41]([CH3:45])[C:42]([OH:44])=[O:43])[C:12](=[O:22])[CH:11]=2)[CH:3]=1 |f:1.2.3,4.5|. Procedure: 140 mg (purity 87%, 0.37 mmol) of 4-chloro-2-[2-oxo-5-(2,2,2-trifluoroethoxy)-1,2-dihydropyridin-4-yl]benzonitrile, 2.0 eq. of magnesium di-tert-butoxide, 1.05 eq. of potassium tert-butoxide and 1.5 eq. of 2-bromopropanoic acid (racemate) were reacted according to General Method 4A at 50° C. and, after aqueous work-up, used without purification for the next step. Yield: 214 mg (purity 73%, quant.) Reactants: CN(C(=O)CC(CCOS(C)(=O)=O)c1ccccc1)c1ccccc1, CCOC(C)=O, CN(C)C=O, O, OC1(c2ccccc2)CCNCC1. Product: CN(C(=O)CC(CCN1CCC(O)(c2ccccc2)CC1)c1ccccc1)c1ccccc1. Reaction SMILES: [CH3:1][S:2]([O:3][CH2:6][CH2:7][CH:8]([CH2:9][C:10](=[O:11])[N:12]([c:13]1[cH:14][cH:15][cH:16][cH:17][cH:18]1)[CH3:19])[c:20]1[cH:21][cH:22][cH:23][cH:24][cH:25]1)(=[O:4])=[O:5].[CH3:39][CH2:40][O:41][C:42]([CH3:43])=[O:44].[O:46]=[CH:47][N:48]([CH3:49])[CH3:50].[OH2:45].[c:26]1([C:32]2([OH:38])[CH2:33][CH2:34][NH:35][CH2:36][CH2:37]2)[cH:27][cH:28][cH:29][cH:30][cH:31]1>>[CH2:6]([CH2:7][CH:8]([CH2:9][C:10](=[O:11])[N:12]([c:13]1[cH:14][cH:15][cH:16][cH:17][cH:18]1)[CH3:19])[c:20]1[cH:21][cH:22][cH:23][cH:24][cH:25]1)[N:35]1[CH2:34][CH2:33][C:32]([c:26]2[cH:27][cH:28][cH:29][cH:30][cH:31]2)([OH:38])[CH2:37][CH2:36]1. As a reaction SMILES: [CH2:1]([c:2]1[cH:3][cH:4][cH:5][cH:6][cH:7]1)[CH:8]([CH2:9][OH:10])[NH:11][c:12]1[c:13]2[n:14][cH:15][n:16]([CH:22]3[CH:23]([OH:33])[CH:24]([OH:32])[CH:25]([NH:27][C:28]([CH2:29][OH:30])=[O:31])[CH2:26]3)[c:17]2[n:18][c:19]([Cl:21])[n:20]1.[N+:34](=[O:35])([O-:36])[c:37]1[n:38][cH:39][nH:40][cH:41]1>>[CH2:1]([c:2]1[cH:3][cH:4][cH:5][cH:6][cH:7]1)[CH:8]([CH2:9][OH:10])[NH:11][c:12]1[c:13]2[n:14][cH:15][n:16]([CH:22]3[CH:23]([OH:33])[CH:24]([OH:32])[CH:25]([NH:27][C:28]([CH2:29][OH:30])=[O:31])[CH2:26]3)[c:17]2[n:18][c:19](-[n:40]2[cH:39][n:38][c:37]([N+:34](=[O:35])[O-:36])[cH:41]2)[n:20]1. Starting materials: O=C(CO)NC1CC(n2cnc3c(NC(CO)Cc4ccccc4)nc(Cl)nc32)C(O)C1O, O=[N+]([O-])c1c[nH]cn1. The product is O=C(CO)NC1CC(n2cnc3c(NC(CO)Cc4ccccc4)nc(-n4cnc([N+](=O)[O-])c4)nc32)C(O)C1O.